Dataset: the Open Reaction Database (ORD), a public repository of structured organic reaction records. Task: describe an organic reaction: reactants, conditions, products, and yield The reactants are N1C=NC2=C1C=CC(=C2)N (1H-Benzoimidazol-5-ylamine), CO (methanol), BrC1=CC=C(C=O)C=C1 (4-Bromobenzaldehyde), solution, O([K])C#N (KOCN), Cl.N1=CC=CC=C1 (Pyridinehydrochloride), CO (MeOH), 3-(S)-1-Isocyano-indan. Run at time 48 hour. Yields the product N1C=NC2=C1C=CC(=C2)N2C(NC(C2C2=CC=C(C=C2)Br)=N[C@H]2CCC1=CC=CC=C21)=O (1-(1H-Benzoimidazol-5-yl)-5-(4-bromo-phenyl)-4-((S)-indan-1-ylimino)-imidazolidin-2-one). As a reaction SMILES: [NH:1]1[C:5]2[CH:6]=[CH:7][C:8]([NH2:10])=[CH:9][C:4]=2[N:3]=[CH:2]1.[Br:11][C:12]1[CH:19]=[CH:18][C:15]([CH:16]=O)=[CH:14][CH:13]=1.O([C:22]#[N:23])[K].Cl.[N:25]1[CH:30]=[CH:29][CH:28]=[CH:27][CH:26]=1.[CH3:31][OH:32]>>[NH:1]1[C:5]2[CH:6]=[CH:7][C:8]([N:10]3[CH:16]([C:15]4[CH:18]=[CH:19][C:12]([Br:11])=[CH:13][CH:14]=4)[C:22](=[N:25][C@@H:30]4[C:29]5[C:28](=[CH:9][CH:4]=[CH:5][CH:6]=5)[CH2:27][CH2:26]4)[NH:23][C:31]3=[O:32])=[CH:9][C:4]=2[N:3]=[CH:2]1 |f:3.4|. Procedure details: 1H-Benzoimidazol-5-ylamine (1 mmol) and 4-Bromobenzaldehyde (1 mmol) were combined in methanol (2 ml, dry). After 2 hours 2 ml of a solution of KOCN (KSCN) (2 mmol) and Pyridinehydrochloride (2 mmol) in MeOH is added was added. Finally 3-(S)-1-Isocyano-indan (1 mmol) is added. The reaction was stirred at room temperature for 48 h. After evaporation of the solvent the residue was purified with chromatographic methods. The reactants are COC(=O)Cc1c(F)cc2ncc(-c3cnn(C)c3)cc2c1F, CO, NN. The product is Cn1cc(-c2cnc3cc(F)c(CC(=O)NN)c(F)c3c2)cn1. RXN SMILES: [CH3:1][O:2][C:3]([CH2:4][c:5]1[c:6]([F:22])[c:7]2[cH:8][c:9](-[c:16]3[cH:17][n:18][n:19]([CH3:21])[cH:20]3)[cH:10][n:11][c:12]2[cH:13][c:14]1[F:15])=[O:23].[CH3:26][OH:27].[NH2:24][NH2:25]>>[O:2]=[C:3]([CH2:4][c:5]1[c:6]([F:22])[c:7]2[cH:8][c:9](-[c:16]3[cH:17][n:18][n:19]([CH3:21])[cH:20]3)[cH:10][n:11][c:12]2[cH:13][c:14]1[F:15])[NH:24][NH2:25]. Starting materials: C1CCOC1, CO, [Li+], [OH-], O, O, C=CCCCCCC(NC(=O)OC(C)(C)C)C(=O)N1CC(OC)(c2ccc(-c3ccccc3)cc2)CC1C(=O)OC. Reaction SMILES: [CH2:45]1[O:46][CH2:47][CH2:48][CH2:49]1.[CH3:50][OH:51].[Li+:44].[OH-:43].[OH2:42].[OH2:52].[c:1]1(-[c:36]2[cH:37][cH:38][cH:39][cH:40][cH:41]2)[cH:2][cH:3][c:4]([C:7]2([O:34][CH3:35])[CH2:8][CH:9]([C:30](=[O:31])[O:32][CH3:33])[N:10]([C:12]([CH:13]([CH2:14][CH2:15][CH2:16][CH2:17][CH2:18][CH:19]=[CH2:20])[NH:21][C:22](=[O:23])[O:24][C:25]([CH3:26])([CH3:27])[CH3:28])=[O:29])[CH2:11]2)[cH:5][cH:6]1>>[c:1]1(-[c:36]2[cH:37][cH:38][cH:39][cH:40][cH:41]2)[cH:2][cH:3][c:4]([C:7]2([O:34][CH3:35])[CH2:8][CH:9]([C:30](=[O:31])[OH:32])[N:10]([C:12]([CH:13]([CH2:14][CH2:15][CH2:16][CH2:17][CH2:18][CH:19]=[CH2:20])[NH:21][C:22](=[O:23])[O:24][C:25]([CH3:26])([CH3:27])[CH3:28])=[O:29])[CH2:11]2)[cH:5][cH:6]1. Yields the product C=CCCCCCC(NC(=O)OC(C)(C)C)C(=O)N1CC(OC)(c2ccc(-c3ccccc3)cc2)CC1C(=O)O. Starting materials: CC(C)(O)C1Cc2ccccc2O1, O, O=P(Cl)(Cl)Cl, c1ccncc1. Product: CC(C)=C1Cc2ccccc2O1. RXN SMILES: [CH3:7][C:8]([CH3:9])([OH:10])[CH:11]1[O:12][c:13]2[c:14]([cH:16][cH:17][cH:18][cH:19]2)[CH2:15]1.[OH2:25].[P:20]([Cl:21])([Cl:22])([Cl:23])=[O:24].[cH:1]1[cH:2][cH:3][n:4][cH:5][cH:6]1>>[CH3:7][C:8]([CH3:9])=[C:11]1[O:12][c:13]2[c:14]([cH:16][cH:17][cH:18][cH:19]2)[CH2:15]1. Reactants: CCO, CCOC(C)=O, [H][H], CCOC(=O)C1CCC(N=[N+]=[N-])C(NC(=O)OC(C)(C)C)C1. Product: CCOC(=O)C1CCC(N)C(NC(=O)OC(C)(C)C)C1. RXN SMILES: [CH3:25][CH2:26][OH:27].[CH3:28][CH2:29][O:30][C:31](=[O:32])[CH3:33].[H:23][H:24].[N:1](=[N+:2]=[N-:3])[CH:4]1[CH:5]([NH:15][C:16](=[O:17])[O:18][C:19]([CH3:20])([CH3:21])[CH3:22])[CH2:6][CH:7]([C:10](=[O:11])[O:12][CH2:13][CH3:14])[CH2:8][CH2:9]1>>[NH2:1][CH:4]1[CH:5]([NH:15][C:16](=[O:17])[O:18][C:19]([CH3:20])([CH3:21])[CH3:22])[CH2:6][CH:7]([C:10](=[O:11])[O:12][CH2:13][CH3:14])[CH2:8][CH2:9]1.